This data is from the Open Reaction Database (ORD), a public repository of structured organic reaction records. The task is: describe an organic reaction: reactants, conditions, products, and yield Reactants: C(C)OC(=O)C1=CC2=C(S1)C=CC(=C2)[N+](=O)[O-] (5-nitrobenzo[b]thiophen-2-carboxylic acid ethyl ester), [OH-].[K+] (KOH). Run in CCO (EtOH), O (H2O). Product: [N+](=O)([O-])C1=CC2=C(SC(=C2)C(=O)O)C=C1 (5-nitro-benzo[b]thiophen-2-carboxylic acid). Yield: 85.0%. Reaction SMILES: C([O:3][C:4]([C:6]1[S:10][C:9]2[CH:11]=[CH:12][C:13]([N+:15]([O-:17])=[O:16])=[CH:14][C:8]=2[CH:7]=1)=[O:5])C.[OH-].[K+]>CCO.O>[N+:15]([C:13]1[CH:12]=[CH:11][C:9]2[S:10][C:6]([C:4]([OH:5])=[O:3])=[CH:7][C:8]=2[CH:14]=1)([O-:17])=[O:16] |f:1.2|. Procedure: 10 g (39.8×10−3 moles) 5-nitrobenzo[b]thiophen-2-carboxylic acid ethyl ester in 250 ml of EtOH and 60 ml of H2O were reacted with 3.8 g (67.8×10−3 moles) of KOH at 60° C. for 2 hours, after which the potassium salt of the product was collected by filtration. A further fraction of the product was collected on adding isopropanol to the filtrate. The salt was dissolved in water and after acidulating the solution with HCl(c), the protonated form of the acid was precipitated out. It was purified by r... The reactants are C(C)(C)[N-]C(C)C.[Li+] (Lithium diisopropylamide), C(C)(=O)OCC (Ethyl acetate), 1-chloro-2-methyl-6-methylene-2(E)-7-octadiene, O1CCCC1 (tetrahydrofuran), O1CCCC1 (tetrahydrofuran), ice water, C(CCC)[Li] (n-butyl lithium), C(C)(C)NC(C)C (diisopropylamine), resultant mixture. Conditions: temperature 0 celsius, time 2 hour. Yields the product C/C(/CCC(=O)OCC)=C\CCC(C=C)=C (ethyl 4-methyl-8-methylene-(E)-4,9-decadienoate). Isolated yield 70.0%. RXN SMILES: C([N-][CH:5]([CH3:7])[CH3:6])(C)C.[Li+].[CH2:9]([Li])[CH2:10][CH2:11][CH3:12].C(NC(C)C)(C)C.[C:21]([O:24][CH2:25][CH3:26])(=[O:23])C.O1[CH2:31][CH2:30][CH2:29][CH2:28]1>>[CH3:12]/[C:11](=[CH:7]\[CH2:5][CH2:6][C:29](=[CH2:28])[CH:30]=[CH2:31])/[CH2:10][CH2:9][C:21]([O:24][CH2:25][CH3:26])=[O:23] |f:0.1|. Procedure details: Lithium diisopropylamide (15 mM) is generated from n-butyl lithium and diisopropylamine in tetrahydrofuran (100 ml) in the usual manner. Ethyl acetate (1.3 g, 14.6 mM) is added to this reagent at -78° C. under nitrogen and the mixture is stirred for two hours. A solution of 1-chloro-2-methyl-6-methylene-2(E)-7-octadiene (2.5 g, 14.6 mM) in tetrahydrofuran (3 ml) is added dropwise during a ten minute period. The resultant mixture is stirred for two hours and then allowed to warm to 0° C., after w...